From a dataset of the Open Reaction Database (ORD), a public repository of structured organic reaction records. describe an organic reaction: reactants, conditions, products, and yield Yield: 59.8%. The reactants are C(C1=CC=CC=C1)OC1=CC=C(C=C1)NC1=NC=NC2=CC=C(C=C12)Br ((4-benzyloxy-phenyl)-(6-bromoquinazolin-4-yl)-amine), C(CCC)[Sn](C=1SC=CC1)(CCCC)CCCC (2-(tributylstannyl)thiophene). Run in O1CCOCC1 (dioxan). Procedure: The (4-benzyloxy-phenyl)-(6-bromoquinazolin-4-yl)-amine (200 mg, 0.49 mmol), 2-(tributylstannyl)thiophene (200 mg, 0.53 mmol) and bis(triphenylphosphine)palladium(II) chloride (catalytic) were dissolved in dioxan (3 ml) and heated at reflux under nitrogen for 4 hr. The cooled reaction mixture was absorbed onto silica and purified by flash column chromatography (silica gel, eluting with an ethyl acetate/iso-hexane gradient). The resulting solid was triturated with iso-hexane/ethyl acetate to give... The product is C(C1=CC=CC=C1)OC1=CC=C(C=C1)NC1=NC=NC2=CC=C(C=C12)C=1SC=CC1 ((4-Benzyloxy-phenyl)-(6-(thiophen-2-yl)-quinazolin-4-yl)-amine). Reagents/catalysts: Cl[Pd]([P](C1=CC=CC=C1)(C2=CC=CC=C2)C3=CC=CC=C3)([P](C4=CC=CC=C4)(C5=CC=CC=C5)C6=CC=CC=C6)Cl (bis(triphenylphosphine)palladium(II) chloride). As a reaction SMILES: [CH2:1]([O:8][C:9]1[CH:14]=[CH:13][C:12]([NH:15][C:16]2[C:25]3[C:20](=[CH:21][CH:22]=[C:23](Br)[CH:24]=3)[N:19]=[CH:18][N:17]=2)=[CH:11][CH:10]=1)[C:2]1[CH:7]=[CH:6][CH:5]=[CH:4][CH:3]=1.C([Sn](CCCC)(CCCC)[C:32]1[S:33][CH:34]=[CH:35][CH:36]=1)CCC>O1CCOCC1.Cl[Pd](Cl)([P](C1C=CC=CC=1)(C1C=CC=CC=1)C1C=CC=CC=1)[P](C1C=CC=CC=1)(C1C=CC=CC=1)C1C=CC=CC=1>[CH2:1]([O:8][C:9]1[CH:14]=[CH:13][C:12]([NH:15][C:16]2[C:25]3[C:20](=[CH:21][CH:22]=[C:23]([C:32]4[S:33][CH:34]=[CH:35][CH:36]=4)[CH:24]=3)[N:19]=[CH:18][N:17]=2)=[CH:11][CH:10]=1)[C:2]1[CH:7]=[CH:6][CH:5]=[CH:4][CH:3]=1 |^1:53,72|. The reactants are C1(CC1)CN(C(C(=O)O)CC)C1=CC(=C(C=C1)C#N)C#N (2-[(cyclopropylmethyl)(3,4-dicyanophenyl)amino]butanoic acid), C(C)N (ethylamine). Product: C1(CC1)CN(C(C(=O)NCC)CC)C1=CC(=C(C=C1)C#N)C#N (2-[(Cyclopropylmethyl)(3,4-dicyanophenyl)amino]-N-ethylbutanamide). As a reaction SMILES: [CH:1]1([CH2:4][N:5]([C:12]2[CH:17]=[CH:16][C:15]([C:18]#[N:19])=[C:14]([C:20]#[N:21])[CH:13]=2)[CH:6]([CH2:10][CH3:11])[C:7]([OH:9])=O)[CH2:3][CH2:2]1.[CH2:22]([NH2:24])[CH3:23]>>[CH:1]1([CH2:4][N:5]([C:12]2[CH:17]=[CH:16][C:15]([C:18]#[N:19])=[C:14]([C:20]#[N:21])[CH:13]=2)[CH:6]([CH2:10][CH3:11])[C:7]([NH:24][CH2:22][CH3:23])=[O:9])[CH2:2][CH2:3]1. Reported procedure: Synthesized in a manner similar to example 3 using 2-[(cyclopropylmethyl)(3,4-dicyanophenyl)amino]butanoic acid and ethylamine: MS (ES) m/z 311 (M+1). Starting materials: ClC1=CC(=C(C=C1)C1=C(C=NC=C1C(=O)OC)F)F (methyl 4-(4-chloro-2-fluorophenyl)-5-fluoronicotinate), [Li+].[OH-] (LiOH). Run in O1CCCC1 (tetrahydrofuran), CO (MeOH), O (water). Run at time 12 hour. Yields the product ClC1=CC(=C(C=C1)C1=C(C=NC=C1C(=O)O)F)F (4-(4-chloro-2-fluorophenyl)-5-fluoronicotinic acid). The yield is 93.0%. As a reaction SMILES: [Cl:1][C:2]1[CH:7]=[CH:6][C:5]([C:8]2[C:13]([C:14]([O:16]C)=[O:15])=[CH:12][N:11]=[CH:10][C:9]=2[F:18])=[C:4]([F:19])[CH:3]=1.[Li+].[OH-]>O1CCCC1.CO.O>[Cl:1][C:2]1[CH:7]=[CH:6][C:5]([C:8]2[C:13]([C:14]([OH:16])=[O:15])=[CH:12][N:11]=[CH:10][C:9]=2[F:18])=[C:4]([F:19])[CH:3]=1 |f:1.2|. Procedure details: To the solution of methyl 4-(4-chloro-2-fluorophenyl)-5-fluoronicotinate (600 mg, 2.115 mmol) in tetrahydrofuran (2.5 mL), MeOH (2.5 mL) and water (2.5 mL) was added LiOH (50.7 mg, 2.115 mmol) and the mixture was stirred at rt for 12 h. The volatiles were removed and the residue was diluted with water. The pH was adjusted to 4 with 1.5N HCl. The product was extracted with ethyl acetate (2×5 mL). The combined organic layers were dried over sodium sulfate and concentrated under reduced pressure to... The reactants are C1COCCOCCOCCOCCO1, Cc1ccccc1, O=c1c(Cl)nc2ccccc2n1-c1ccc(Cl)cc1, [H-], [Na+], O, Oc1ccccc1. Yields the product O=c1c(Oc2ccccc2)nc2ccccc2n1-c1ccc(Cl)cc1. As a reaction SMILES: [CH2:3]1[O:4][CH2:5][CH2:6][O:7][CH2:8][CH2:9][O:10][CH2:11][CH2:12][O:13][CH2:14][CH2:15][O:16][CH2:17]1.[CH3:44][c:45]1[cH:46][cH:47][cH:48][cH:49][cH:50]1.[Cl:25][c:26]1[c:27](=[O:43])[n:28](-[c:36]2[cH:37][cH:38][c:39]([Cl:42])[cH:40][cH:41]2)[c:29]2[cH:30][cH:31][cH:32][cH:33][c:34]2[n:35]1.[H-:1].[Na+:2].[OH2:51].[OH:18][c:19]1[cH:20][cH:21][cH:22][cH:23][cH:24]1>>[O:18]([c:19]1[cH:20][cH:21][cH:22][cH:23][cH:24]1)[c:26]1[c:27](=[O:43])[n:28](-[c:36]2[cH:37][cH:38][c:39]([Cl:42])[cH:40][cH:41]2)[c:29]2[cH:30][cH:31][cH:32][cH:33][c:34]2[n:35]1. Starting materials: ClC1=NC=C(C(=O)N(C)C)C=C1 (6-chloro-N,N-dimethylnicotinamide), CN(C)C=O (DMF), [N-]=[N+]=[N-].[Na+] (Sodium azide). Solvent: O (H2O). Reaction conditions: temperature 120 celsius, time 60 hour. Product: N(=[N+]=[N-])C1=NC=C(C(=O)N(C)C)C=C1 (6-Azido-N,N-dimethyl-nicotinamide). Yield: 26.4%. RXN SMILES: Cl[C:2]1[CH:12]=[CH:11][C:5]([C:6]([N:8]([CH3:10])[CH3:9])=[O:7])=[CH:4][N:3]=1.CN(C=O)C.[N-:18]=[N+:19]=[N-:20].[Na+]>O>[N:18]([C:2]1[CH:12]=[CH:11][C:5]([C:6]([N:8]([CH3:10])[CH3:9])=[O:7])=[CH:4][N:3]=1)=[N+:19]=[N-:20] |f:2.3|. Reported procedure: In a 500 mL round-bottomed flask, 6-chloro-N,N-dimethylnicotinamide (8.15 g, 44.1 mmol) was combined with DMF (50.0 ml) to give a brown solution. Sodium azide (3.44 g, 53.0 mmol) was added and the reaction mixture was heated to 120° C. and stirred for 60 h. The reaction mixture was diluted with 100 mL H2O and extracted with EtOAc (2×200 mL). The organic layers were combined, washed with H2O (1×50 mL), sat NaCl (1×100 mL), dried over Na2SO4 and concentrated in vacuo to a yellow oil. MeOH was adde... Starting materials: C[Si]([N-][Si](C)(C)C)(C)C.[Li+] (lithium 1,1,1,3,3,3-hexamethyldisilazan-2-ide), COC1=C(CNC2=NC=NS2)C=CC(=C1)OC (N-(2,4-dimethoxybenzyl)-1,2,4-thiadiazol-5-amine), ClC=1C(=CC(=C(C1)S(=O)(=O)Cl)F)F (5-chloro-2,4-difluorobenzenesulfonyl chloride). The solvent is O1CCCC1 (tetrahydrofuran), O1CCCC1 (tetrahydrofuran). Reaction conditions: time 1 hour. The product is ClC=1C(=CC(=C(C1)S(=O)(=O)N(C1=NC=NS1)CC1=C(C=C(C=C1)OC)OC)F)F (5-Chloro-N-(2,4-dimethoxybenzyl)-2,4-difluoro-N-1,2,4-thiadiazol-5-ylbenzenesulfonamide). RXN SMILES: [CH3:1][O:2][C:3]1[CH:15]=[C:14]([O:16][CH3:17])[CH:13]=[CH:12][C:4]=1[CH2:5][NH:6][C:7]1[S:11][N:10]=[CH:9][N:8]=1.C[Si](C)(C)[N-][Si](C)(C)C.[Li+].[Cl:28][C:29]1[C:30]([F:40])=[CH:31][C:32]([F:39])=[C:33]([S:35](Cl)(=[O:37])=[O:36])[CH:34]=1>O1CCCC1>[Cl:28][C:29]1[C:30]([F:40])=[CH:31][C:32]([F:39])=[C:33]([S:35]([N:6]([CH2:5][C:4]2[CH:12]=[CH:13][C:14]([O:16][CH3:17])=[CH:15][C:3]=2[O:2][CH3:1])[C:7]2[S:11][N:10]=[CH:9][N:8]=2)(=[O:37])=[O:36])[CH:34]=1 |f:1.2|. Reported procedure: To a solution of (N-(2,4-dimethoxybenzyl)-1,2,4-thiadiazol-5-amine (Preparation 14, 40.6 g, 0.1619 mol) in anhydrous tetrahydrofuran (600. mL), cooled to −70° C., under nitrogen was added lithium 1,1,1,3,3,3-hexamethyldisilazan-2-ide (1 M in tetrahydrofuran, 161.9 mL, 0.161.9 mol) drop wise. The reaction mixture was warmed to room temperature and stirred for 1 hour before cooling to −70° C. A solution of 5-chloro-2,4-difluorobenzenesulfonyl chloride (40 g, 0.1619 mol) in tetrahydrofuran (200.0 m... Reactants: C[Si](C)(C)C=[N+]=[N-], CO, ClCCl, O=C(O)c1ccc2cc[nH]c2c1. The product is COC(=O)c1ccc2cc[nH]c2c1. RXN SMILES: [CH3:13][Si:14]([CH:15]=[N+:16]=[N-:17])([CH3:18])[CH3:19].[CH3:20][OH:21].[Cl:22][CH2:23][Cl:24].[nH:1]1[cH:2][cH:3][c:4]2[cH:5][cH:6][c:7]([C:10](=[O:11])[OH:12])[cH:8][c:9]12>>[nH:1]1[cH:2][cH:3][c:4]2[cH:5][cH:6][c:7]([C:10]([O:11][CH3:13])=[O:12])[cH:8][c:9]12. Starting materials: N1C=NC=C1 (Imidazole), [Si](C)(C)(C(C)(C)C)Cl (tert-butyl-dimethylsilyl chloride), C(C1=CC=CC=C1)OCCC[C@@H](CO)C ((S)-5-Benzyloxy-2-methyl-pentan-1-ol). Solvent: CN(C=O)C (dimethyl formamide). Conditions: temperature 40 celsius, time 1 hour. Product: C(C1=CC=CC=C1)OCCC[C@@H](CO[Si](C)(C)C(C)(C)C)C ((s)-1-benzyloxy-5-(tert-butyldimethylsilyloxy)-4-methyl-pentane). Isolated yield 88.5%. RXN SMILES: N1C=CN=C1.[Si:6](Cl)([C:9]([CH3:12])([CH3:11])[CH3:10])([CH3:8])[CH3:7].[CH2:14]([O:21][CH2:22][CH2:23][CH2:24][C@H:25]([CH3:28])[CH2:26][OH:27])[C:15]1[CH:20]=[CH:19][CH:18]=[CH:17][CH:16]=1>CN(C)C=O>[CH2:14]([O:21][CH2:22][CH2:23][CH2:24][C@H:25]([CH3:28])[CH2:26][O:27][Si:6]([C:9]([CH3:12])([CH3:11])[CH3:10])([CH3:8])[CH3:7])[C:15]1[CH:20]=[CH:19][CH:18]=[CH:17][CH:16]=1. Procedure details: Imidazole (1.230 g, 18.06 mmol, 2.6 equiv) and tert-butyl-dimethylsilyl chloride (1.230 g, 9.03 mmol, 1.3 equiv) are added to a solution of (S)-5-benzyloxy-2-methyl-pentan-1-ol- 4 (1.447 g, 6.95 mmol) in dimethyl formamide (5.5 ml). The mixture is stirred for 1 h at 40° C. Purification of the reaction mixture by flash column chromatography (pentane/diethyl ether 20:1) affords (s)-1-benzyloxy-5-(tert-butyldimethylsilyloxy)-4-methyl-pentane 5 (1.985 g, 89%) as a colouriess oil (the reaction mixtur...